Dataset: the Open Reaction Database (ORD), a public repository of structured organic reaction records. Task: describe an organic reaction: reactants, conditions, products, and yield Reactants: ClC1=CC(=C(C=N1)N)I (6-chloro-4-iodopyridin-3-amine), [Si](C)(C)(C(C)(C)C)OCC=O (2-(tert-butyldimethylsilyloxy)acetaldehyde), FC(C(=O)O)(F)F (trifluoroacetic acid), [BH3-]C#N.[Na+] (NaBH3CN). Run in CO (CH3OH). Reaction conditions: temperature 25 celsius, time 12 hour. Yields the product ClC1=CC(=C(C=N1)NCCO)I (2-(6-Chloro-4-iodopyridin-3-ylamino)ethanol). Isolated yield 190.5%. As a reaction SMILES: [Cl:1][C:2]1[N:7]=[CH:6][C:5]([NH2:8])=[C:4]([I:9])[CH:3]=1.[Si]([O:17][CH2:18][CH:19]=O)(C(C)(C)C)(C)C.FC(F)(F)C(O)=O.[BH3-]C#N.[Na+]>CO>[Cl:1][C:2]1[N:7]=[CH:6][C:5]([NH:8][CH2:19][CH2:18][OH:17])=[C:4]([I:9])[CH:3]=1 |f:3.4|. Reported procedure: To a solution of 6-chloro-4-iodopyridin-3-amine (6.5 g, 25.5 mmol) in CH3OH (1500 mL) was added 2-(tert-butyldimethylsilyloxy)acetaldehyde (18.0 g, 103 mmol). Then trifluoroacetic acid (150 mL) and NaBH3CN (8.0 g, 127 mmol) were added slowly at 0° C. The mixture was allowed to warm to 25° C. and the stirring was continued for an additional 12 hours. The mixture was concentrated under reduced pressure and treated with NaOH (3M) to pH=8. The aqueous layer was extracted with ethyl acetate (100 mL×3... Reactants: 8, Br (HBr), N([C@H](C1=CC=CC=C1)C(=O)N)C(=O)OCC1=CC=CC=C1 (Z-D-Phg-NH2). Solvent: C(C)(=O)O (acetic acid), C(C)(=O)O (acetic acid), CCOCC (ether). The product is N[C@H](C1=CC=CC=C1)C(=O)N.Br (H-D-Phg-NH2.HBr). Yield: 87.5%. As a reaction SMILES: [NH:1](C(OCC1C=CC=CC=1)=O)[C@@H:2]([C:9]([NH2:11])=[O:10])[C:3]1[CH:8]=[CH:7][CH:6]=[CH:5][CH:4]=1.[BrH:22]>C(O)(=O)C.CCOCC>[NH2:1][C@@H:2]([C:9]([NH2:11])=[O:10])[C:3]1[CH:8]=[CH:7][CH:6]=[CH:5][CH:4]=1.[BrH:22] |f:4.5|. Reported procedure: 20.0 g (70 mmoles) of Z-D-Phg-NH2, prepared as described in Step 1, are dissolved in 40 ml of acetic acid, and 70 ml of a 8 n HBr solution in acetic acid are poured to the solution. After 1 hour the reaction mixture is diluted with ether and the hydrobromide is filtered off. The salt, containing a great excess of HBr, is recrystallized from a tenfold amount of ethanol. 14.15 g (87.5%) of H-D-Phg-NH2.HBr are obtained; m.p.: 263.0°-263.5° C. (determined on a Koffler apparatus). Rf8 (HBr): 0.25; Rf... Starting materials: C(C)(=O)N[C@@H](CC1=CNC2=CC=CC=C12)C(=O)O (N-acetyl tryptophan), N1CCOCC1 (morpholine), C (carbon black). Solvent: C(C)O (ethyl alcohol). Yields the product C(C)(=O)N[C@@H](CC1=CNC2=CC=CC=C12)C(=O)O.N1CCOCC1 (morpholine N-acetyl tryptophanate). Isolated yield 96.1%. Reaction SMILES: [C:1]([NH:4][C@H:5]([C:16]([OH:18])=[O:17])[CH2:6][C:7]1[C:15]2[C:10](=[CH:11][CH:12]=[CH:13][CH:14]=2)[NH:9][CH:8]=1)(=[O:3])[CH3:2].[NH:19]1[CH2:24][CH2:23][O:22][CH2:21][CH2:20]1.C>C(O)C>[C:1]([NH:4][C@H:5]([C:16]([OH:18])=[O:17])[CH2:6][C:7]1[C:15]2[C:10](=[CH:11][CH:12]=[CH:13][CH:14]=2)[NH:9][CH:8]=1)(=[O:3])[CH3:2].[NH:19]1[CH2:24][CH2:23][O:22][CH2:21][CH2:20]1 |f:4.5|. Procedure: A mixture of 12.3 g (0.054 M) of N-acetyl tryptophan (DL), 4.5 g (0.052 M) morpholine, 75 g absolute ethyl alcohol and 1 g carbon black was refluxed under agitation for 2 hours. It was filtered while hot and concentrated in vacuo to half the volume, after which 200 g of dry acetone was poured in, with agitation. The crystals which were white, were centrifuged and dried, yielding 16 g of morpholine N-acetyl tryptophanate (DL; m.p. 200° C.). The product can be determined with perchloric acid in an...